From a dataset of the Open Reaction Database (ORD), a public repository of structured organic reaction records. describe an organic reaction: reactants, conditions, products, and yield Starting materials: C1CCC2=NCCCN2CC1, Cc1ccccc1, CCOC(C)=O, N#Cc1cc(CO)cc(C(F)(F)F)c1, [N-]=[N+]=NP(=O)(c1ccccc1)c1ccccc1. Product: N#Cc1cc(CN=[N+]=[N-])cc(C(F)(F)F)c1. As a reaction SMILES: [CH2:32]1[CH2:33][CH2:34][C:35]2=[N:40][CH2:39][CH2:38][CH2:37][N:36]2[CH2:41][CH2:42]1.[CH3:43][c:44]1[cH:45][cH:46][cH:47][cH:48][cH:49]1.[CH3:50][CH2:51][O:52][C:53](=[O:54])[CH3:55].[OH:1][CH2:2][c:3]1[cH:4][c:5]([C:6]#[N:7])[cH:8][c:9]([C:11]([F:12])([F:13])[F:14])[cH:10]1.[c:15]1([P:16]([c:17]2[cH:18][cH:19][cH:20][cH:21][cH:22]2)(=[O:23])[N:29]=[N+:30]=[N-:31])[cH:24][cH:25][cH:26][cH:27][cH:28]1>>[CH2:2]([c:3]1[cH:4][c:5]([C:6]#[N:7])[cH:8][c:9]([C:11]([F:12])([F:13])[F:14])[cH:10]1)[N:29]=[N+:30]=[N-:31].